From a dataset of the Open Reaction Database (ORD), a public repository of structured organic reaction records. describe an organic reaction: reactants, conditions, products, and yield The reactants are CCOC(=O)c1cnc(Nc2ccc(OCC)cc2)[nH]c1=O, CC(=O)O, [Na+], [OH-], O. Yields the product CCOc1ccc(Nc2ncc(C(=O)O)c(=O)[nH]2)cc1. As a reaction SMILES: [CH2:1]([CH3:2])[O:3][c:4]1[cH:5][cH:6][c:7]([NH:8][c:9]2[nH:10][c:11](=[O:20])[c:12]([C:15](=[O:16])[O:17][CH2:18][CH3:19])[cH:13][n:14]2)[cH:21][cH:22]1.[CH3:26][C:27](=[O:28])[OH:29].[Na+:24].[OH-:23].[OH2:25]>>[CH2:1]([CH3:2])[O:3][c:4]1[cH:5][cH:6][c:7]([NH:8][c:9]2[nH:10][c:11](=[O:20])[c:12]([C:15](=[O:16])[OH:17])[cH:13][n:14]2)[cH:21][cH:22]1. Starting materials: CN(C)C=O, Cc1cc(=O)n(CCCCl)c2ccccc12, c1ccc2c(C3CCNCC3)c[nH]c2c1, [Na+], O=C([O-])O. The product is Cc1cc(=O)n(CCCN2CCC(c3c[nH]c4ccccc34)CC2)c2ccccc12. RXN SMILES: [CH3:37][N:38]([CH3:39])[CH:40]=[O:41].[Cl:1][CH2:2][CH2:3][CH2:4][n:5]1[c:6](=[O:16])[cH:7][c:8]([CH3:15])[c:9]2[cH:10][cH:11][cH:12][cH:13][c:14]12.[NH:17]1[CH2:18][CH2:19][CH:20]([c:23]2[cH:24][nH:25][c:26]3[cH:27][cH:28][cH:29][cH:30][c:31]23)[CH2:21][CH2:22]1.[Na+:32].[OH:33][C:34](=[O:35])[O-:36]>>[CH2:2]([CH2:3][CH2:4][n:5]1[c:6](=[O:16])[cH:7][c:8]([CH3:15])[c:9]2[cH:10][cH:11][cH:12][cH:13][c:14]12)[N:17]1[CH2:18][CH2:19][CH:20]([c:23]2[cH:24][nH:25][c:26]3[cH:27][cH:28][cH:29][cH:30][c:31]23)[CH2:21][CH2:22]1. Starting materials: CC(CC(O)C(Cc1ccccc1)NC(=O)c1cc(-c2ccccc2)cc(N2CCCC2=O)c1)C(=O)NCCC(C)(C)C, CC(CC(O)C(N)Cc1ccccc1)C(=O)NC1CC2CCC1C2, O=C(O)c1cc(N2CCCC2=O)cc(N2CCCC2=O)c1F. Yields the product CC(CC(O)C(Cc1ccccc1)NC(=O)c1cc(N2CCCC2=O)cc(N2CCCC2=O)c1F)C(=O)NC1CC2CCC1C2. As a reaction SMILES: [CH2:1]([CH:2]([NH:3][C:4](=[O:5])[c:6]1[cH:7][c:8](-[c:9]2[cH:10][cH:11][cH:12][cH:13][cH:14]2)[cH:15][c:16]([N:17]2[CH2:18][CH2:19][CH2:20][C:21]2=[O:22])[cH:23]1)[CH:24]([OH:25])[CH2:26][CH:27]([C:28](=[O:29])[NH:30][CH2:31][CH2:32][C:33]([CH3:34])([CH3:35])[CH3:36])[CH3:37])[c:38]1[cH:39][cH:40][cH:41][cH:42][cH:43]1.[CH:66]12[CH:67]([NH:73][C:74]([CH:75]([CH2:76][CH:77]([CH:78]([CH2:79][c:80]3[cH:81][cH:82][cH:83][cH:84][cH:85]3)[NH2:86])[OH:87])[CH3:88])=[O:89])[CH2:68][CH:69]([CH2:70][CH2:71]1)[CH2:72]2.[F:44][c:45]1[c:46]([C:47](=[O:48])[OH:49])[cH:50][c:51]([N:60]2[C:61](=[O:65])[CH2:62][CH2:63][CH2:64]2)[cH:52][c:53]1[N:54]1[C:55](=[O:59])[CH2:56][CH2:57][CH2:58]1>>[F:44][c:45]1[c:46]([C:47](=[O:49])[NH:86][CH:78]([CH:77]([CH2:76][CH:75]([C:74]([NH:73][CH:67]2[CH:66]3[CH2:71][CH2:70][CH:69]([CH2:68]2)[CH2:72]3)=[O:89])[CH3:88])[OH:87])[CH2:79][c:80]2[cH:81][cH:82][cH:83][cH:84][cH:85]2)[cH:50][c:51]([N:60]2[C:61](=[O:65])[CH2:62][CH2:63][CH2:64]2)[cH:52][c:53]1[N:54]1[C:55](=[O:59])[CH2:56][CH2:57][CH2:58]1.